Dataset: the Open Reaction Database (ORD), a public repository of structured organic reaction records. Task: describe an organic reaction: reactants, conditions, products, and yield Product: COc1ccc(-c2ncnc3c(C(=O)NC4CCN(C(=O)C5CC5)CC4)c[nH]c23)c(OCC2CC2)c1. RXN SMILES: [CH:32]1([C:35](=[O:36])[Cl:37])[CH2:33][CH2:34]1.[NH:1]1[CH2:2][CH2:3][CH:4]([NH:7][C:8](=[O:9])[c:10]2[cH:11][nH:12][c:13]3[c:14]2[n:15][cH:16][n:17][c:18]3-[c:19]2[c:20]([O:27][CH2:28][CH:29]3[CH2:30][CH2:31]3)[cH:21][c:22]([O:25][CH3:26])[cH:23][cH:24]2)[CH2:5][CH2:6]1>>[N:1]1([C:35]([CH:32]2[CH2:33][CH2:34]2)=[O:36])[CH2:2][CH2:3][CH:4]([NH:7][C:8](=[O:9])[c:10]2[cH:11][nH:12][c:13]3[c:14]2[n:15][cH:16][n:17][c:18]3-[c:19]2[c:20]([O:27][CH2:28][CH:29]3[CH2:30][CH2:31]3)[cH:21][c:22]([O:25][CH3:26])[cH:23][cH:24]2)[CH2:5][CH2:6]1. Starting materials: O=C(Cl)C1CC1, COc1ccc(-c2ncnc3c(C(=O)NC4CCNCC4)c[nH]c23)c(OCC2CC2)c1. Reaction SMILES: C[O:2][C:3]1[CH:26]=[CH:25][CH:24]=[CH:23][C:4]=1[C:5]([C:7]1[CH:12]=[CH:11][C:10]([NH:13][C:14]2[CH:19]=[CH:18][CH:17]=[CH:16][C:15]=2[N+:20]([O-:22])=[O:21])=[CH:9][CH:8]=1)=[O:6].B(Br)(Br)Br.C(=O)(O)[O-].[Na+]>C(Cl)Cl>[OH:2][C:3]1[CH:26]=[CH:25][CH:24]=[CH:23][C:4]=1[C:5]([C:7]1[CH:8]=[CH:9][C:10]([NH:13][C:14]2[CH:19]=[CH:18][CH:17]=[CH:16][C:15]=2[N+:20]([O-:22])=[O:21])=[CH:11][CH:12]=1)=[O:6] |f:2.3|. Reported procedure: To a cooled (−78° C.) solution of 2-Methoxy-4′-(2-nitrophenylamino)-benzophenone (Compound 215, 0.35 g, 1 mmol) in methylene chloride (10 ml), under argon, was added boron tribromide (0.1 ml, 1 mmol) under stirring. The reaction mixture was allowed to come to room temperature. After stirring for 3 h , the reaction mixture was poured into saturated sodium bicarbonate (50 ml) before being extracted with ethyl acetate (2×50 ml). The organic phase was dried (MgSO4), filtered and evaporated to afford... Reactants: C([O-])(O)=O.[Na+] (sodium bicarbonate), COC1=C(C(=O)C2=CC=C(C=C2)NC2=C(C=CC=C2)[N+](=O)[O-])C=CC=C1 (2-Methoxy-4′-(2-nitrophenylamino)-benzophenone), COC1=C(C(=O)C2=CC=C(C=C2)NC2=C(C=CC=C2)[N+](=O)[O-])C=CC=C1 (2-Methoxy-4′-(2-nitrophenylamino)-benzophenone), B(Br)(Br)Br (boron tribromide). The product is OC1=C(C(=O)C2=CC=C(C=C2)NC2=C(C=CC=C2)[N+](=O)[O-])C=CC=C1 (2-Hydroxy-4′-(2-nitrophenylamino)benzophenone). The solvent is C(Cl)Cl (methylene chloride). Starting materials: Cl (HCl), COC1=C(C=CC(=C1)[N+](=O)[O-])C1=NN=C2N1C=C(C=C2)C2=CC=C(C=C2)OC (3-(2-methoxy-4-nitrophenyl)-6-(4-methoxyphenyl)-[1,2,4]triazolo[4,3-a]pyridine), Cl[Sn]Cl (SnCl2), C(=O)([O-])[O-].[Na+].[Na+] (Na2CO3). The solvent is C(C)(=O)OCC (ethyl acetate), O (water), C(C)(=O)OCC (ethyl acetate). Run at time 2 hour. The product is Cl.NC1=CC(=C(C=C1)C1=NN=C2N1C=C(C=C2)C2=CC=C(C=C2)OC)OC (3-(4-Amino-2-methoxyphenyl)-6-(4-methoxyphenyl)-[1,2,4]triazolo[4,3-a]pyridine hydrochloride). Isolated yield 32.1%. As a reaction SMILES: [CH3:1][O:2][C:3]1[CH:8]=[C:7]([N+:9]([O-])=O)[CH:6]=[CH:5][C:4]=1[C:12]1[N:16]2[CH:17]=[C:18]([C:21]3[CH:26]=[CH:25][C:24]([O:27][CH3:28])=[CH:23][CH:22]=3)[CH:19]=[CH:20][C:15]2=[N:14][N:13]=1.[Cl:29][Sn]Cl.C([O-])([O-])=O.[Na+].[Na+].Cl>C(OCC)(=O)C.O>[ClH:29].[NH2:9][C:7]1[CH:6]=[CH:5][C:4]([C:12]2[N:16]3[CH:17]=[C:18]([C:21]4[CH:26]=[CH:25][C:24]([O:27][CH3:28])=[CH:23][CH:22]=4)[CH:19]=[CH:20][C:15]3=[N:14][N:13]=2)=[C:3]([O:2][CH3:1])[CH:8]=1 |f:2.3.4,8.9|. Procedure details: A mixture of 3-(2-methoxy-4-nitrophenyl)-6-(4-methoxyphenyl)-[1,2,4]triazolo[4,3-a]pyridine (50 mg, 0.13 mmol) and SnCl2 (120 mg, 0.65 mmol) in ethyl acetate (25 mL) was heated to reflux for 6 h under Argon. The reaction mixture was cooled to room temperature and basified to pH=10 with saturated aqueous Na2CO3. The biphasic solution was separated and the aqueous layer was extracted with ethyl acetate (40 mL). The combined organic layers were washed with brine and concentrated. The residue was pu... The reactants are ice water, ClC(C(=O)O)(Cl)Cl (trichloroacetic acid), C(=C)OCC (vinylethylether), COC1=C(C=CC(=C1)CNCCCNCCCCNCCCN)O.OCN1C(CCC1)=O (dl-5 hydroxymethyl-2-pyrrolidone). Solvent: C(Cl)(Cl)Cl (chloroform). Conditions: time 4 hour. The product is COC1=C(C=CC(=C1)CNCCCNCCCCNCCCN)O.C(C)OC(C)OCN1C(CCC1)=O (dl-5 [1-(Ethoxy)ethoxy-methyl]-2-pyrrolidone). Reaction SMILES: [CH3:1][O:2][C:3]1[CH:8]=[C:7]([CH2:9][NH:10][CH2:11][CH2:12][CH2:13][NH:14][CH2:15][CH2:16][CH2:17][CH2:18][NH:19][CH2:20][CH2:21][CH2:22][NH2:23])[CH:6]=[CH:5][C:4]=1[OH:24].[OH:25][CH2:26][N:27]1[CH2:31][CH2:30][CH2:29][C:28]1=[O:32].ClC(Cl)(Cl)C(O)=O.[CH:40]([O:42][CH2:43][CH3:44])=[CH2:41]>C(Cl)(Cl)Cl>[CH3:1][O:2][C:3]1[CH:8]=[C:7]([CH2:9][NH:10][CH2:11][CH2:12][CH2:13][NH:14][CH2:15][CH2:16][CH2:17][CH2:18][NH:19][CH2:20][CH2:21][CH2:22][NH2:23])[CH:6]=[CH:5][C:4]=1[OH:24].[CH2:40]([O:42][CH:43]([O:25][CH2:26][N:27]1[CH2:31][CH2:30][CH2:29][C:28]1=[O:32])[CH3:44])[CH3:41] |f:0.1,5.6|. Reported procedure: 4 g of dl-5-hydroxymethyl-2-pyrrolidone are dissolved in 20 ml of chloroform, and 0.1 g of trichloroacetic acid and 16 ml of vinylethylether are added thereto. The solution is stirred at room temperature for 4 hours. After the reaction, the solution is cooled with ice-water, and washed with an aqueous sodium bicarbonate solution. The washings is extracted with chloroform. Then, the reaction solution and chloroform extract are combined, and the combined mixture is washed with water saturated with... Procedure details: 48 mg (0.08 mmol) of tert-butyl 4-({2-[4-(5-chloro-2-cyanophenyl)-5-methoxy-2-oxopyridin-1(2H)-yl]-5,5,5-trifluoro-4-methylpentanoyl}amino)benzoate (mixture of racemic diastereomers) were hydrolysed with TFA according to General Method 2. Yield: 24 mg (56% of theory) The product is ClC=1C=CC(=C(C1)C1=CC(N(C=C1OC)C(C(=O)NC1=CC=C(C(=O)O)C=C1)CC(C(F)(F)F)C)=O)C#N (4-({2-[4-(5-Chloro-2-cyanophenyl)-5-methoxy-2-oxopyridin-1(2H)-yl]-5,5,5-trifluoro-4-methylpentanoyl}amino)benzoic acid). Starting materials: ClC=1C=CC(=C(C1)C1=CC(N(C=C1OC)C(C(=O)NC1=CC=C(C(=O)OC(C)(C)C)C=C1)CC(C(F)(F)F)C)=O)C#N (tert-butyl 4-({2-[4-(5-chloro-2-cyanophenyl)-5-methoxy-2-oxopyridin-1(2H)-yl]-5,5,5-trifluoro-4-methylpentanoyl}amino)benzoate), C(=O)(C(F)(F)F)O (TFA). RXN SMILES: [Cl:1][C:2]1[CH:3]=[CH:4][C:5]([C:41]#[N:42])=[C:6]([C:8]2[C:13]([O:14][CH3:15])=[CH:12][N:11]([CH:16]([CH2:33][CH:34]([CH3:39])[C:35]([F:38])([F:37])[F:36])[C:17]([NH:19][C:20]3[CH:32]=[CH:31][C:23]([C:24]([O:26]C(C)(C)C)=[O:25])=[CH:22][CH:21]=3)=[O:18])[C:10](=[O:40])[CH:9]=2)[CH:7]=1.C(O)(C(F)(F)F)=O>>[Cl:1][C:2]1[CH:3]=[CH:4][C:5]([C:41]#[N:42])=[C:6]([C:8]2[C:13]([O:14][CH3:15])=[CH:12][N:11]([CH:16]([CH2:33][CH:34]([CH3:39])[C:35]([F:37])([F:38])[F:36])[C:17]([NH:19][C:20]3[CH:32]=[CH:31][C:23]([C:24]([OH:26])=[O:25])=[CH:22][CH:21]=3)=[O:18])[C:10](=[O:40])[CH:9]=2)[CH:7]=1. Reactants: COS(=O)(=O)OC, [Na+], [OH-], O, COC(=O)C(=CO)c1cccc(C(F)(F)F)c1. The product is COC=C(C(=O)OC)c1cccc(C(F)(F)F)c1. RXN SMILES: [CH3:18][O:19][S:20]([O:21][CH3:22])(=[O:23])=[O:24].[Na+:26].[OH-:25].[OH2:27].[OH:1][CH:2]=[C:3]([C:4](=[O:5])[O:6][CH3:7])[c:8]1[cH:9][c:10]([C:14]([F:15])([F:16])[F:17])[cH:11][cH:12][cH:13]1>>[O:1]([CH:2]=[C:3]([C:4](=[O:5])[O:6][CH3:7])[c:8]1[cH:9][c:10]([C:14]([F:15])([F:16])[F:17])[cH:11][cH:12][cH:13]1)[CH3:18]. Starting materials: C(C)(=O)C1=CC(=C(C(=C1C1=CC(=CC(=C1)F)F)N1C(CCC1)=O)C)Cl (1-(6-acetyl-4-chloro-3′,5′-difluoro-3-methylbiphenyl-2-yl)pyrrolidin-2-one), C(C)(=O)[O-].[NH4+] (ammonium acetate), C(#N)[BH3-].[Na+] (sodium cyanoborohydride), O1CCCC1 (tetrahydrofuran). Solvent: CO (methanol), C(C)#N (acetonitrile). Yields the product NC(C)C1=CC(=C(C(=C1C1=CC(=CC(=C1)F)F)N1C(CCC1)=O)C)Cl (1-[6-(1-Aminoethyl)-4-chloro-3′,5′-difluoro-3-methylbiphenyl-2-yl]pyrrolidin-2-one). As a reaction SMILES: [C:1]([C:4]1[C:9]([C:10]2[CH:15]=[C:14]([F:16])[CH:13]=[C:12]([F:17])[CH:11]=2)=[C:8]([N:18]2[CH2:22][CH2:21][CH2:20][C:19]2=[O:23])[C:7]([CH3:24])=[C:6]([Cl:25])[CH:5]=1)(=O)[CH3:2].C([O-])(=O)C.[NH4+].C([BH3-])#[N:32].[Na+].O1CCCC1>CO.C(#N)C>[NH2:32][CH:1]([C:4]1[C:9]([C:10]2[CH:15]=[C:14]([F:16])[CH:13]=[C:12]([F:17])[CH:11]=2)=[C:8]([N:18]2[CH2:22][CH2:21][CH2:20][C:19]2=[O:23])[C:7]([CH3:24])=[C:6]([Cl:25])[CH:5]=1)[CH3:2] |f:1.2,3.4|. Procedure details: A mixture of 1-(6-acetyl-4-chloro-3′,5′-difluoro-3-methylbiphenyl-2-yl)pyrrolidin-2-one (0.015 g, 0.041 mmol), ammonium acetate (0.032 g, 0.41 mmol), 1.0 M sodium cyanoborohydride in tetrahydrofuran (0.10 mL, 0.10 mmol) in methanol (0.1 mL) and acetonitrile (0.1 mL) was heated at 65° C. overnight. The mixture was cooled to room temperature, quenched with saturated sodium bicarbonate solution and extracted with dichloromethane. The combined organic layers were dried over MgSO4 and concentrated to...